This data is from the Open Reaction Database (ORD), a public repository of structured organic reaction records. The task is: describe an organic reaction: reactants, conditions, products, and yield The reactants are C(C)C1=NN(C(=C1)C(=O)O)C (3-ethyl-1-methyl-1H-pyrazole-5-carboxylic acid), NC=1C=C(OC=2C=CC=3N(C2)N=C(N3)NC(=O)C3CC3)C=CC1 (N-[6-(3-aminophenoxy)[1,2,4]triazolo[1,5-a]pyridin-2-yl]cyclopropanecarboxamide), O1CCCC1 (tetrahydrofuran), C(C(=O)Cl)(=O)Cl (oxalyl chloride). Reagents/catalysts: CN(C=O)C (N,N-dimethylformamide). Solvent: CN(C(C)=O)C (N,N-dimethylacetamide). Yields the product C1(CC1)C(=O)NC1=NN2C(C=CC(=C2)OC=2C=C(C=CC2)NC(=O)C2=CC(=NN2C)CC)=N1 (N-[3-({2-[(cyclopropylcarbonyl)amino][1,2,4]triazolo[1,5-a]pyridin-6-yl}oxy)phenyl]-3-ethyl-1-methyl-1H-pyrazole-5-carboxamide). Isolated yield 61.7%. As a reaction SMILES: [CH2:1]([C:3]1[CH:7]=[C:6]([C:8]([OH:10])=O)[N:5]([CH3:11])[N:4]=1)[CH3:2].O1CCCC1.C(Cl)(=O)C(Cl)=O.[NH2:23][C:24]1[CH:25]=[C:26]([CH:43]=[CH:44][CH:45]=1)[O:27][C:28]1[CH:29]=[CH:30][C:31]2[N:32]([N:34]=[C:35]([NH:37][C:38]([CH:40]3[CH2:42][CH2:41]3)=[O:39])[N:36]=2)[CH:33]=1>CN(C)C=O.CN(C)C(=O)C>[CH:40]1([C:38]([NH:37][C:35]2[N:36]=[C:31]3[CH:30]=[CH:29][C:28]([O:27][C:26]4[CH:25]=[C:24]([NH:23][C:8]([C:6]5[N:5]([CH3:11])[N:4]=[C:3]([CH2:1][CH3:2])[CH:7]=5)=[O:10])[CH:45]=[CH:44][CH:43]=4)=[CH:33][N:32]3[N:34]=2)=[O:39])[CH2:41][CH2:42]1. Procedure details: In the same manner as in Example 18-4 and using 3-ethyl-1-methyl-1H-pyrazole-5-carboxylic acid (212 mg, 1.37 mmol), tetrahydrofuran (10 mL), oxalyl chloride (180 μL, 2.07 mmol), N-[6-(3-aminophenoxy)[1,2,4]triazolo[1,5-a]pyridin-2-yl]cyclopropanecarboxamide (296 mg, 0.950 mmol), N,N-dimethylformamide (2 drops) and N,N-dimethylacetamide (10 mL) as starting materials, the title compound (261 mg, 61%) was obtained as a white solid. Starting materials: CC(CN)C1=CC=CC=C1 (β-methyl-phenethylamine), CC1CNC(C2=CC=CC=C12)C1=CC=CC=C1 (4-methyl-1-phenyl-1,2,3,4-tetrahydroisoquinoline), ClC(C(=O)Cl)Cl (dichloroacetyl chloride), C(C1=CC=CC=C1)(=O)Cl (benzoyl chloride), CC1CNCC2=CC=CC=C12 (4-methyl-1,2,3,4-tetrahydroisoquinoline), C1=NC=CC2=CC=CC=C12 (isoquinoline), [OH-].[Na+] (sodium hydroxide). Solvent: O (water), C(Cl)Cl (methylene chloride). Yields the product ClC(C(=O)N1C(C2=CC=CC=C2C(C1)C)C1=CC=CC=C1)Cl (2-(Dichloroacetyl)-1-phenyl-4-methyl-1,2,3,4-tetrahydroisoquinoline). RXN SMILES: CC(C1C=CC=CC=1)CN.C(Cl)(=O)C1C=CC=CC=1.CC1C2C(=CC=CC=2)CNC1.[CH3:31][CH:32]1[C:41]2[C:36](=[CH:37][CH:38]=[CH:39][CH:40]=2)[CH:35]([C:42]2[CH:47]=[CH:46][CH:45]=[CH:44][CH:43]=2)[NH:34][CH2:33]1.C1C2C(=CC=CC=2)C=CN=1.[OH-].[Na+].[Cl:60][CH:61]([Cl:65])[C:62](Cl)=[O:63]>O.C(Cl)Cl>[Cl:60][CH:61]([Cl:65])[C:62]([N:34]1[CH2:33][CH:32]([CH3:31])[C:41]2[C:36](=[CH:37][CH:38]=[CH:39][CH:40]=2)[CH:35]1[C:42]1[CH:47]=[CH:46][CH:45]=[CH:44][CH:43]=1)=[O:63] |f:5.6|. Procedure: By procedures described in Example 1 (Method A), β-methyl-phenethylamine and benzoyl chloride were converted to 4-methyl-1,2,3,4-tetrahydroisoquinoline. A reaction vessel was charged 4-methyl-1-phenyl-1,2,3,4-tetrahydroisoquinoline. A reaction vessel was charged with 3.0 g of this isoquinoline compound, 5 ml 10% sodium hydroxide and 50 ml methylene chloride. With this mixture stirred, 2 ml dichloroacetyl chloride was added dropwise to the mixture. The mixture was stirred for 5 minutes, then wate... Procedure details: To a stirring solution of N-(t-butoxycarbonyl)-(R)-1,3,4,10b-tetrahydro-9-methoxy-7-trifluoromethyl-pyrazino[2,1-a]isoindol-6(2H)-one (40 mg, 0.1 mmol) in dry ether (2 mL) was added hydrochloric acid (1 mL). The reaction was stirred for 1 h and then conc. in vacuo to a white solid. The solid was dissolved in water and lyophilized to 10 mg of a white solid. MS (ESI) 287 (M−Cl). The product is Cl.COC1=CC(=C2C(N3[C@H](C2=C1)CNCC3)=O)C(F)(F)F ((R)-1,3,4,10b-tetrahydro-9-methoxy-7-trifluoromethyl-pyrazino[2,1-a]isoindol-6(2H)-one hydrochloric acid salt). Reaction conditions: time 1 hour. Reactants: C(C)(C)(C)OC(=O)N1C[C@@H]2N(C(C3=C(C=C(C=C23)OC)C(F)(F)F)=O)CC1 (N-(t-butoxycarbonyl)-(R)-1,3,4,10b-tetrahydro-9-methoxy-7-trifluoromethyl-pyrazino[2,1-a]isoindol-6(2H)-one), Cl (hydrochloric acid), white solid. The solvent is O (water), CCOCC (ether). RXN SMILES: C(OC([N:8]1[CH2:27][CH2:26][N:11]2[C:12](=[O:25])[C:13]3[C:18]([C@@H:10]2[CH2:9]1)=[CH:17][C:16]([O:19][CH3:20])=[CH:15][C:14]=3[C:21]([F:24])([F:23])[F:22])=O)(C)(C)C.[ClH:28]>CCOCC.O>[ClH:28].[CH3:20][O:19][C:16]1[CH:17]=[C:18]2[C:13]([C:12](=[O:25])[N:11]3[CH2:26][CH2:27][NH:8][CH2:9][C@H:10]32)=[C:14]([C:21]([F:24])([F:22])[F:23])[CH:15]=1 |f:4.5|. Starting materials: O=S1(CCN(CC2=C1C=CC=C2)C2=NC1=CC=C(C=C1C(=C2)CCC(=O)N)C)=O (3-[2-(1,1-dioxido-2,3-dihydro-1,4-benzothiazepin-4(5H)-yl)-6-methylquinolin-4-yl]-propionamide), B (borane). The solvent is O1CCCC1 (tetrahydrofuran), O1CCCC1 (tetrahydrofuran). Run at temperature 65 celsius, time 3 hour. Yields the product O=S1(CCN(CC2=C1C=CC=C2)C2=NC1=CC=C(C=C1C(=C2)CCCN)C)=O (3-[2-(1,1-Dioxido-2,3-dihydro-1,4-benzothiazepin-4(5H)-yl)-6-methylquinolin-4-yl]propan-1-amine). The yield is 21.8%. As a reaction SMILES: [O:1]=[S:2]1(=[O:29])[C:8]2[CH:9]=[CH:10][CH:11]=[CH:12][C:7]=2[CH2:6][N:5]([C:13]2[CH:22]=[C:21]([CH2:23][CH2:24][C:25]([NH2:27])=O)[C:20]3[C:15](=[CH:16][CH:17]=[C:18]([CH3:28])[CH:19]=3)[N:14]=2)[CH2:4][CH2:3]1.B>O1CCCC1>[O:29]=[S:2]1(=[O:1])[C:8]2[CH:9]=[CH:10][CH:11]=[CH:12][C:7]=2[CH2:6][N:5]([C:13]2[CH:22]=[C:21]([CH2:23][CH2:24][CH2:25][NH2:27])[C:20]3[C:15](=[CH:16][CH:17]=[C:18]([CH3:28])[CH:19]=3)[N:14]=2)[CH2:4][CH2:3]1. Reported procedure: To a solution of 3-[2-(1,1-dioxido-2,3-dihydro-1,4-benzothiazepin-4(5H)-yl)-6-methylquinolin-4-yl]-propionamide (30 mg, 0.073 mmol) in tetrahydrofuran (2 mL) was added a solution of borane in tetrahydrofuran (1 mL, 2 M) in an ice bath. The mixture was stirred at 65° C. for 3 hours and then cooled naturally to room temperature. The reaction was quenched with methanol and the mixture was concentrated in vacuo. The residue was purified by preparative HPLC to afford 6.3 mg of the desired product. MS... The reactants are diazonium salt, O(C(=S)[S-])CC.[K+] (potassium ethyl xanthate), [OH-].[K+] (potassium hydroxide), S(=O)(=O)(OC)OC (dimethyl sulfate), Cl (hydrochloric acid), diazonium salt, C1=CC(=CC=C1C(=O)O)N (aminobenzoic acid), N(=O)[O-].[Na+] (sodium nitrite), C([O-])([O-])=O.[Na+].[Na+] (sodium carbonate). The product is Cl (hydrochloric acid), CSC=1C=C(C(=O)O)C=CC1 (3-Methylsulfanyl-benzoic acid). RXN SMILES: [CH:1]1[C:6]([C:7]([OH:9])=[O:8])=[CH:5][CH:4]=[C:3](N)[CH:2]=1.N([O-])=O.[Na+].O(CC)[C:16]([S-])=[S:17].[K+].C(=O)([O-])[O-].[Na+].[Na+].[OH-].[K+].S(OC)(OC)(=O)=O.[ClH:37]>>[ClH:37].[CH3:16][S:17][C:2]1[CH:1]=[C:6]([CH:5]=[CH:4][CH:3]=1)[C:7]([OH:9])=[O:8] |f:1.2,3.4,5.6.7,8.9|. Procedure: The aminobenzoic acid (54.8 g, 0.4 mol) was diazotized in the usual manner with sodium nitrite (27.6 g, 0.4 mol) and hydrochloric acid (40 mL) and the resulting diazonium salt solution poured into a hot (70° C.), freshly prepared solution of potassium ethyl xanthate (64.2 g, 0.4 mol) containing sodium carbonate (55.2 g, 0.4 mol) to neutralize acid in the diazonium salt solution. After the reaction was over, as indicated by the cessation of the evolution of gases, the mixture was cooled. It was t...